Dataset: the Open Reaction Database (ORD), a public repository of structured organic reaction records. Task: describe an organic reaction: reactants, conditions, products, and yield Starting materials: ClC=1C=C(C=CC1SC=1N(C=CN1)C)NC1=C(C=NC2=CC(=C(C=C12)[N+](=O)[O-])N1CCC(CC1)N1CCCC1)C#N (4-({3-chloro-4-[(1-methyl-1H-imidazole-2-yl)thio]phenyl}amino)-6-nitro-7-(4-pyrrolidin-1-ylpiperidin-1-yl)quinoline-3-carbonitrile), C([O-])(O)=O.[Na+] (sodium bicarbonate), [Cl-].[NH4+] (ammonium chloride). Reagents/catalysts: [Fe] (iron). Run in O (water). Product: NC=1C=C2C(=C(C=NC2=CC1N1CCC(CC1)N1CCCC1)C#N)NC1=CC(=C(C=C1)SC=1N(C=CN1)C)Cl (6-amino-4-[3-chloro-4-(1-methyl-1H-imidazole-2-ylsulfanyl)phenylamino]-7-(4-pyrrolidin-1-yl-piperidin-1-yl)quinoline-3-carbonitrile). Isolated yield 100.3%. As a reaction SMILES: [Cl-].[NH4+].[Cl:3][C:4]1[CH:5]=[C:6]([NH:17][C:18]2[C:27]3[C:22](=[CH:23][C:24]([N:31]4[CH2:36][CH2:35][CH:34]([N:37]5[CH2:41][CH2:40][CH2:39][CH2:38]5)[CH2:33][CH2:32]4)=[C:25]([N+:28]([O-])=O)[CH:26]=3)[N:21]=[CH:20][C:19]=2[C:42]#[N:43])[CH:7]=[CH:8][C:9]=1[S:10][C:11]1[N:12]([CH3:16])[CH:13]=[CH:14][N:15]=1.C(=O)(O)[O-].[Na+]>[Fe].O>[NH2:28][C:25]1[CH:26]=[C:27]2[C:22](=[CH:23][C:24]=1[N:31]1[CH2:32][CH2:33][CH:34]([N:37]3[CH2:38][CH2:39][CH2:40][CH2:41]3)[CH2:35][CH2:36]1)[N:21]=[CH:20][C:19]([C:42]#[N:43])=[C:18]2[NH:17][C:6]1[CH:7]=[CH:8][C:9]([S:10][C:11]2[N:12]([CH3:16])[CH:13]=[CH:14][N:15]=2)=[C:4]([Cl:3])[CH:5]=1 |f:0.1,3.4|. Reported procedure: To a refluxing mixture of 0.5 g (8.95 mmol) of iron powder, 0.7 g (13.1 mmol) of ammonium chloride and 14 mL of water is added 1.26 g (2.14 mmol) of 4-({3-chloro-4-[(1-methyl-1H-imidazole-2-yl)thio]phenyl}amino)-6-nitro-7-(4-pyrrolidin-1-ylpiperidin-1-yl)quinoline-3-carbonitrile in portions so as to maintain gentle reflux. The resulting mixture is heated under reflux for 45 minutes. The mixture is filtered hot through a pad of Celite, washed with ethanol, and the filtrate is evaporated to drynes... Starting materials: C(C)OC(CCCBr)=O (4-bromobutyric acid ethyl ester), C1(CCCCC1)N (cyclohexylamine). Solvent: C(C)O (ethanol). Product: C(C)OC(CCCNC1CCCCC1)=O (N-cyclohexyl-gamma-aminobutyric acid ethyl ester). Isolated yield 107.1%. RXN SMILES: [CH2:1]([O:3][C:4](=[O:9])[CH2:5][CH2:6][CH2:7]Br)[CH3:2].[CH:10]1([NH2:16])[CH2:15][CH2:14][CH2:13][CH2:12][CH2:11]1>C(O)C>[CH2:1]([O:3][C:4](=[O:9])[CH2:5][CH2:6][CH2:7][NH:16][CH:10]1[CH2:15][CH2:14][CH2:13][CH2:12][CH2:11]1)[CH3:2]. Procedure details: 7 g of 4-bromobutyric acid ethyl ester and 20 g of cyclohexylamine were added to 50 mL of ethanol, and the mixture was stirred at a room temperature for one week. The stirred mixture was concentrated under reduced pressure and extracted with 200 mL of ethyl acetate. The extracted material was washed with purified water, dried with magnesium sulfate, and then concentrated. The obtained residue was distilled under reduced pressure to give 8.2 g of N-cyclohexyl-gamma-aminobutyric acid ethyl ester. ... The reactants are CN(C)c1ccncc1, O=C(Cl)OCc1ccc([N+](=O)[O-])cc1, ClCCl, COC(=O)C(=C(C)C)N1C(=O)C(C(C)O)C1SC. Yields the product COC(=O)C(=C(C)C)N1C(=O)C(C(C)OC(=O)OCc2ccc([N+](=O)[O-])cc2)C1SC. Reaction SMILES: [CH3:33][N:34]([CH3:35])[c:36]1[cH:37][cH:38][n:39][cH:40][cH:41]1.[Cl:19][C:20](=[O:21])[O:22][CH2:23][c:24]1[cH:25][cH:26][c:27]([N+:30](=[O:31])[O-:32])[cH:28][cH:29]1.[Cl:42][CH2:43][Cl:44].[OH:1][CH:2]([CH3:3])[CH:4]1[C:5](=[O:18])[N:6]([C:10]([C:11](=[O:12])[O:13][CH3:14])=[C:15]([CH3:16])[CH3:17])[CH:7]1[S:8][CH3:9]>>[O:1]([CH:2]([CH3:3])[CH:4]1[C:5](=[O:18])[N:6]([C:10]([C:11](=[O:12])[O:13][CH3:14])=[C:15]([CH3:16])[CH3:17])[CH:7]1[S:8][CH3:9])[C:20](=[O:21])[O:22][CH2:23][c:24]1[cH:25][cH:26][c:27]([N+:30](=[O:31])[O-:32])[cH:28][cH:29]1.